Task: describe an organic reaction: reactants, conditions, products, and yield. Dataset: the Open Reaction Database (ORD), a public repository of structured organic reaction records The reactants are Cl (hydrochloric acid), C(C(C)C)(=O)N1C2C=CC(C1=O)C2 ((±)-2-isobutyryl-2-azabicyclo[2.2.1]hept-5-en-3-one), [BH4-].[Na+] (sodium borohydride), [OH-].[Na+] (NaOH). Solvent: O (water), CC(CC)O (2-butanol), O (water). Conditions: temperature 20 celsius, time 3 hour. Product: C(C(C)C)(=O)NC1C=CC(C1)CO ((±)-1-isobutyrylamino-4-(hydroxymethyl)-2-cyclopentene). Yield: 73.9%. As a reaction SMILES: [C:1]([N:6]1[C:11](=[O:12])[CH:10]2[CH2:13][CH:7]1[CH:8]=[CH:9]2)(=[O:5])[CH:2]([CH3:4])[CH3:3].[BH4-].[Na+].Cl.[OH-].[Na+]>O.CC(O)CC>[C:1]([NH:6][CH:7]1[CH2:13][CH:10]([CH2:11][OH:12])[CH:9]=[CH:8]1)(=[O:5])[CH:2]([CH3:4])[CH3:3] |f:1.2,4.5|. Procedure: 9 g of (±)-2-isobutyryl-2-azabicyclo[2.2.1]hept-5-en-3-one were dissolved in water (32 ml) and 2-butanol (84 ml) under nitrogen and cooled to 0° C. 1.37 g of sodium borohydride were added in portions over the course of 3.5 h. The mixture was stirred for a further 3 h at 20° C., and it was then adjusted to pH 2.5 with a mixture of conc. hydrochloric acid and water (1/1) and then neutralized with 2N NaOH. The solution was evaporated to 40 g. The residue was extracted with 3×80 ml of dichloromethan...